From a dataset of the Open Reaction Database (ORD), a public repository of structured organic reaction records. describe an organic reaction: reactants, conditions, products, and yield Reaction SMILES: [CH3:33][CH2:34][O:35][CH2:36][CH3:37].[CH3:39][S:40]([CH3:41])=[O:42].[Na:30][C:31]#[N:32].[OH2:38].[c:1]1([CH3:2])[cH:3][cH:4][c:5]([S:6]([O:7][CH2:11][CH2:12][CH2:13][CH2:14][CH2:15][CH2:16][CH2:17][CH2:18][CH2:19][CH2:20][CH2:21][CH2:22][CH2:23][CH2:24][CH2:25][C:26](=[O:27])[OH:28])(=[O:8])=[O:9])[cH:10][cH:29]1>>[CH2:11]([CH2:12][CH2:13][CH2:14][CH2:15][CH2:16][CH2:17][CH2:18][CH2:19][CH2:20][CH2:21][CH2:22][CH2:23][CH2:24][CH2:25][C:26](=[O:27])[OH:28])[C:31]#[N:32]. Product: N#CCCCCCCCCCCCCCCCC(=O)O. Reactants: CCOCC, CS(C)=O, N#C[Na], O, Cc1ccc(S(=O)(=O)OCCCCCCCCCCCCCCCC(=O)O)cc1.